This data is from the Open Reaction Database (ORD), a public repository of structured organic reaction records. The task is: describe an organic reaction: reactants, conditions, products, and yield The reactants are O[C@]1(O[C@@H](C[C@H](C1)O)CCCC=C)[C@H]1N(C(SC1)=O)CC1=CC=C(C=C1)OC ((R)-4-((2R,4R,6R)-2,4-dihydroxy-6-(pent-4-enyl)-tetrahydro-2H-pyran-2-yl)-3-(4-methoxybenzyl)thiazolidin-2-one), O[C@]1(O[C@@H](C[C@@H](C1)O)CCCC=C)[C@H]1N(C(SC1)=O)CC1=CC=C(C=C1)OC ((R)-4-((2R,4S,6R)-2,4-dihydroxy-6-(pent-4-enyl)-tetrahydro-2H-pyran-2-yl)-3-(4-methoxybenzyl)thiazolidin-2-one). The product is O[C@H]1C[C@](O[C@@H](C1)CCCC=C)(OC)[C@H]1N(C(SC1)=O)CC1=CC=C(C=C1)OC ((R)-4-((2R,4R,6R)-4-Hydroxy-2-methoxy-6-(pent-4-enyl)-tetrahydro-2H-pyran-2-yl)-3-(4-methoxybenzyl)thiazolidin-2-one). Reaction SMILES: [OH:1][C@:2]1([C@@H:14]2[CH2:18][S:17][C:16](=[O:19])[N:15]2[CH2:20][C:21]2[CH:26]=[CH:25][C:24]([O:27][CH3:28])=[CH:23][CH:22]=2)[CH2:7][C@H:6]([OH:8])[CH2:5][C@@H:4]([CH2:9][CH2:10][CH2:11][CH:12]=[CH2:13])[O:3]1.O[C@:30]1([C@@H]2CSC(=O)N2CC2C=CC(OC)=CC=2)C[C@@H](O)C[C@@H](CCCC=C)O1>>[OH:8][C@@H:6]1[CH2:5][C@@H:4]([CH2:9][CH2:10][CH2:11][CH:12]=[CH2:13])[O:3][C@:2]([C@@H:14]2[CH2:18][S:17][C:16](=[O:19])[N:15]2[CH2:20][C:21]2[CH:26]=[CH:25][C:24]([O:27][CH3:28])=[CH:23][CH:22]=2)([O:1][CH3:30])[CH2:7]1. Procedure details: Application of the method shown in Example 13, with the modification that (R)-4-((2R,4R,6R)-2,4-dihydroxy-6-(pent-4-enyl)-tetrahydro-2H-pyran-2-yl)-3-(4-methoxybenzyl)thiazolidin-2-one was substituted for (R)-4-((2R,4S,6R)-2,4-dihydroxy-6-(pent-4-enyl)-tetrahydro-2H-pyran-2-yl)-3-(4-methoxybenzyl)thiazolidin-2-one, afforded the title compound.